This data is from the Open Reaction Database (ORD), a public repository of structured organic reaction records. The task is: describe an organic reaction: reactants, conditions, products, and yield Reactants: CCCCOC(=O)C(NC(=O)OC(C)(C)C)c1ccc(O)cc1, CO, [Na+], [Na+], O=C([O-])[O-]. Yields the product CC(C)(C)OC(=O)NC(C(=O)O)c1ccc(O)cc1. Reaction SMILES: [CH2:1]([CH2:2][CH2:3][CH3:4])[O:5][C:6]([CH:7]([NH:8][C:9](=[O:10])[O:11][C:12]([CH3:13])([CH3:14])[CH3:15])[c:16]1[cH:17][cH:18][c:19]([OH:22])[cH:20][cH:21]1)=[O:23].[CH3:30][OH:31].[Na+:24].[Na+:25].[O-:26][C:27](=[O:28])[O-:29]>>[O:5]=[C:6]([CH:7]([NH:8][C:9](=[O:10])[O:11][C:12]([CH3:13])([CH3:14])[CH3:15])[c:16]1[cH:17][cH:18][c:19]([OH:22])[cH:20][cH:21]1)[OH:23]. The reactants are [Cl-].[NH4+] (Ammonium chloride), C(CCC)[Li] (n-butyllithium), N1=C(C=CC=C1)C=O (pyridine-2-carboxaldehyde), CCOCC (ether), BrC1=C(CO)C=CC=C1C (o-bromo-m-methylbenzyl alcohol), CCOCC (ether). The solvent is C(C)(=O)OCC (ethyl acetate), CCCCCC (hexane). Run at temperature -20 celsius, time 1 hour. The product is OCC1=C(C(=CC=C1)OC)C(O)C1=NC=CC=C1 (α-[2-(hydroxymethyl)-6-methoxyphenyl]-2-pyridinemethanol). As a reaction SMILES: Br[C:2]1[C:9](C)=[CH:8][CH:7]=[CH:6][C:3]=1[CH2:4][OH:5].C([Li])CCC.[N:16]1[CH:21]=[CH:20][CH:19]=[CH:18][C:17]=1[CH:22]=[O:23].[Cl-].[NH4+].C[CH2:27][O:28]CC>CCCCCC.C(OCC)(=O)C>[OH:5][CH2:4][C:3]1[CH:6]=[CH:7][CH:8]=[C:9]([O:28][CH3:27])[C:2]=1[CH:22]([C:17]1[CH:18]=[CH:19][CH:20]=[CH:21][N:16]=1)[OH:23] |f:3.4|. Procedure details: To a mixture of 12.49 g (0. 0621 mol) of o-bromo-m-methylbenzyl alcohol in 400 ml of ether cooled to -20° C. was added in portions 13.3 ml (0.1335 mol) of n-butyllithium (10M) in hexane over a 20 min period, and the reaction mixture was allowed to warm to room temperature and stirred 1 hr. The above reaction mixture was cooled to -20° C., 14.63 g (0.136 mol) of pyridine-2-carboxaldehyde in 50 ml of ether was added to the mixture over an 1 hr period (the mixture turns purple), and the resulting r... The reactants are Cc1cccc(C(C)(C)C)c1N, CN(C(=O)Cl)C1CCCCC1c1ccccc1, ClCCl, c1ccncc1. The product is Cc1cccc(C(C)(C)C)c1NC(=O)N(C)C1CCCCC1c1ccccc1. Reaction SMILES: [C:1]([CH3:2])([CH3:3])([CH3:4])[c:5]1[c:6]([NH2:7])[c:8]([CH3:12])[cH:9][cH:10][cH:11]1.[CH3:13][N:14]([C:15](=[O:16])[Cl:17])[CH:18]1[CH:19]([c:24]2[cH:25][cH:26][cH:27][cH:28][cH:29]2)[CH2:20][CH2:21][CH2:22][CH2:23]1.[Cl:36][CH2:37][Cl:38].[cH:30]1[cH:31][cH:32][n:33][cH:34][cH:35]1>>[C:1]([CH3:2])([CH3:3])([CH3:4])[c:5]1[c:6]([NH:7][C:15]([N:14]([CH3:13])[CH:18]2[CH:19]([c:24]3[cH:25][cH:26][cH:27][cH:28][cH:29]3)[CH2:20][CH2:21][CH2:22][CH2:23]2)=[O:16])[c:8]([CH3:12])[cH:9][cH:10][cH:11]1. Reactants: CC1=C(C=C(C=C1)C=1OC(=NN1)C)C1=CC=C(C=C1)C(=O)O (2′-methyl-5′-(5-methyl-1,3,4-oxadiazol-2-yl)-1,1′-biphenyl-4-carboxylic acid), CC1=C(CN)C=CC=C1 (2-methylbenzylamine). Product: CC1=C(C=C(C=C1)C=1OC(=NN1)C)C1=CC=C(C=C1)C(=O)NCC1=C(C=CC=C1)C (2′-Methyl-N-(2-methylbenzyl)-5′-(5-methyl-1,3,4-oxadiazol-2-yl)-1,1′-biphenyl-4-carboxamide). Reaction SMILES: [CH3:1][C:2]1[CH:7]=[CH:6][C:5]([C:8]2[O:9][C:10]([CH3:13])=[N:11][N:12]=2)=[CH:4][C:3]=1[C:14]1[CH:19]=[CH:18][C:17]([C:20]([OH:22])=O)=[CH:16][CH:15]=1.[CH3:23][C:24]1[CH:31]=[CH:30][CH:29]=[CH:28][C:25]=1[CH2:26][NH2:27]>>[CH3:1][C:2]1[CH:7]=[CH:6][C:5]([C:8]2[O:9][C:10]([CH3:13])=[N:11][N:12]=2)=[CH:4][C:3]=1[C:14]1[CH:15]=[CH:16][C:17]([C:20]([NH:27][CH2:26][C:25]2[CH:28]=[CH:29][CH:30]=[CH:31][C:24]=2[CH3:23])=[O:22])=[CH:18][CH:19]=1. Procedure details: 2′-Methyl-N-(2-methylbenzyl)-5′-(5-methyl-1,3,4-oxadiazol-2-yl)-1,1′-biphenyl-4-carboxamide was prepared from 2′-methyl-5′-(5-methyl-1,3,4-oxadiazol-2-yl)-1,1′-biphenyl-4-carboxylic acid and 2-methylbenzylamine using method N. NMR; δH [2H6]—DMSO 9.01,(1H, t), 8.01,(2H, d), 7.90,(1H, dd), 7.77,(1H, d), 7.56-7.51,(3H, m), 7.26,(1H, m), 7.18-7.15,(3H, m), 4.48,(2H, d), 2.56,(3H, s), 2.33,(3H, s), 2.31,(3H, s). LCMS; retention time 3.47 min, MH+ 398. The reactants are S(O)(O)(=O)=O (sulphuric acid), C(CCC)N(C(CCOCCC1=CC(=CC=C1)CCN1CCC2(CN(CCO2)C(=O)C=2N=C(SC2)C(C)C)CC1)=O)CCNCCC1=CC=C(C2=C1OCC(N2)=O)O (N-butyl-N-(2-(2-(5-hydroxy-3-oxo-3,4-dihydro-2H-benzo[b][1,4]oxazin-8-yl)ethylamino)ethyl)-3-(3-(2-(4-(2-isopropylthiazole-4-carbonyl)-1-oxa-4,9-diazaspiro[5.5]undecan-9-yl)ethyl)phenethoxy)propanamide), O (water). The solvent is CCO (EtOH), CC#N (MeCN). Run at time 48 hour. The product is S(=O)(=O)(O)O.C(CCC)N(C(CCOCCC1=CC(=CC=C1)CCN1CCC2(CN(CCO2)C(=O)C=2N=C(SC2)C(C)C)CC1)=O)CCNCCC1=CC=C(C2=C1OCC(N2)=O)O (N-Butyl-N-(2-(2-(5-hydroxy-3-oxo-3,4-dihydro-2H-benzo[b][1,4]oxazin-8-yl)ethylamino)ethyl)-3-(3-(2-(4-(2-isopropylthiazole-4-carbonyl)-1-oxa-4,9-diazaspiro[5.5]undecan-9-yl)ethyl)phenethoxy)propanamide monosulphate salt). RXN SMILES: [CH2:1]([N:5]([CH2:42][CH2:43][NH:44][CH2:45][CH2:46][C:47]1[C:52]2[O:53][CH2:54][C:55](=[O:57])[NH:56][C:51]=2[C:50]([OH:58])=[CH:49][CH:48]=1)[C:6](=[O:41])[CH2:7][CH2:8][O:9][CH2:10][CH2:11][C:12]1[CH:17]=[CH:16][CH:15]=[C:14]([CH2:18][CH2:19][N:20]2[CH2:40][CH2:39][C:23]3([O:28][CH2:27][CH2:26][N:25]([C:29]([C:31]4[N:32]=[C:33]([CH:36]([CH3:38])[CH3:37])[S:34][CH:35]=4)=[O:30])[CH2:24]3)[CH2:22][CH2:21]2)[CH:13]=1)[CH2:2][CH2:3][CH3:4].[S:59](=[O:63])(=[O:62])([OH:61])[OH:60].O>CCO.CC#N>[S:59]([OH:63])([OH:62])(=[O:61])=[O:60].[CH2:1]([N:5]([CH2:42][CH2:43][NH:44][CH2:45][CH2:46][C:47]1[C:52]2[O:53][CH2:54][C:55](=[O:57])[NH:56][C:51]=2[C:50]([OH:58])=[CH:49][CH:48]=1)[C:6](=[O:41])[CH2:7][CH2:8][O:9][CH2:10][CH2:11][C:12]1[CH:17]=[CH:16][CH:15]=[C:14]([CH2:18][CH2:19][N:20]2[CH2:40][CH2:39][C:23]3([O:28][CH2:27][CH2:26][N:25]([C:29]([C:31]4[N:32]=[C:33]([CH:36]([CH3:37])[CH3:38])[S:34][CH:35]=4)=[O:30])[CH2:24]3)[CH2:22][CH2:21]2)[CH:13]=1)[CH2:2][CH2:3][CH3:4] |f:5.6|. Procedure details: N-butyl-N-(2-(2-(5-hydroxy-3-oxo-3,4-dihydro-2H-benzo[b][1,4]oxazin-8-yl)ethylamino)ethyl)-3-(3-(2-(4-(2-isopropylthiazole-4-carbonyl)-1-oxa-4,9-diazaspiro[5.5]undecan-9-yl)ethyl)phenethoxy)propanamide (limiting reagent) was dissolved in EtOH (15 vols) and 4.9M sulphuric acid (1 molar equivalent) was added and the solution was stirred at room temp for 48 hours. The precipitate was collected, washed with EtOH (1 vol) and vacuum dried (oven at 40° C., oil pump) to leave a white solid (70% recovery... Reactants: S(=O)(Cl)Cl (Thionyl chloride), ON=C(CC1=C(C2=CC=CC=C2CC1)Cl)N (N'-hydroxy-(1-chloro-3,4-dihydro-2-naphthalenyl)ethanimidamide), N1=CC=CC=C1 (pyridine). Run in C(Cl)Cl (CH2Cl2). Product: ClC1=C(CCC2=CC=CC=C12)CC=1NS(ON1)=O (4-[(1-Chloro-3,4-dihydro-2-naphthalenyl)methyl]-3H-1,2,3,5-oxathiadiazole 2-Oxide). Isolated yield 31.8%. Reaction SMILES: [S:1](Cl)(Cl)=[O:2].[OH:5][N:6]=[C:7]([NH2:20])[CH2:8][C:9]1[CH2:18][CH2:17][C:16]2[C:11](=[CH:12][CH:13]=[CH:14][CH:15]=2)[C:10]=1[Cl:19].N1C=CC=CC=1>C(Cl)Cl>[Cl:19][C:10]1[C:11]2[C:16](=[CH:15][CH:14]=[CH:13][CH:12]=2)[CH2:17][CH2:18][C:9]=1[CH2:8][C:7]1[NH:20][S:1](=[O:2])[O:5][N:6]=1. Procedure: Thionyl chloride (0.55 mL, 7.5 mmol) was added dropwise to a mixture of N'-hydroxy-(1-chloro-3,4-dihydro-2-naphthalenyl)ethanimidamide (1.6 g, 6.8 mmol) and pyridine (1.10 mL, 13.6 mmol) in dry CH2Cl2 (25 mL) at 0° C. After the addition, the reaction was concentrated under reduced pressure, diluted with water (50 mL), and extracted with ether (3×50 mL). The organics were washed with brine, dried (MgSO4), and concentrated to obtain a black froth. The froth was chromatographed on silica gel (twice... Reactants: COCOC1=CC(=C(C=C1)C)B(O)O (4-methoxymethoxy-1-methylbenzene-2-boronic acid), BrC1=C(C=C(C(=O)OC)C=C1)C (methyl 4-bromo-3-methylbenzoate), C([O-])([O-])=O.[K+].[K+] (potassium carbonate). Reagents/catalysts: C=1C=CC(=CC1)[P](C=2C=CC=CC2)(C=3C=CC=CC3)[Pd]([P](C=4C=CC=CC4)(C=5C=CC=CC5)C=6C=CC=CC6)([P](C=7C=CC=CC7)(C=8C=CC=CC8)C=9C=CC=CC9)[P](C=1C=CC=CC1)(C=1C=CC=CC1)C=1C=CC=CC1 (tetrakis(triphenylphosphine)palladium). The solvent is CO (methanol). The product is OC=1C=CC(=C(C1)C1=C(C=C(C=C1)C(=O)OC)C)C (Methyl 5′-hydroxy-2,2′-dimethylbiphenyl-4-carboxylate). As a reaction SMILES: COC[O:4][C:5]1[CH:10]=[CH:9][C:8]([CH3:11])=[C:7](B(O)O)[CH:6]=1.Br[C:16]1[CH:25]=[CH:24][C:19]([C:20]([O:22][CH3:23])=[O:21])=[CH:18][C:17]=1[CH3:26].C(=O)([O-])[O-].[K+].[K+]>CO.C1C=CC([P]([Pd]([P](C2C=CC=CC=2)(C2C=CC=CC=2)C2C=CC=CC=2)([P](C2C=CC=CC=2)(C2C=CC=CC=2)C2C=CC=CC=2)[P](C2C=CC=CC=2)(C2C=CC=CC=2)C2C=CC=CC=2)(C2C=CC=CC=2)C2C=CC=CC=2)=CC=1>[OH:4][C:5]1[CH:10]=[CH:9][C:8]([CH3:11])=[C:7]([C:16]2[CH:25]=[CH:24][C:19]([C:20]([O:22][CH3:23])=[O:21])=[CH:18][C:17]=2[CH3:26])[CH:6]=1 |f:2.3.4,^1:38,40,59,78|. Procedure details: In a manner similar to that of Example 11(d), by reaction of 3.7 g (18.8 mmol) of 4-methoxymethoxy-1-methylbenzene-2-boronic acid with 3.9 g (17 mmol) of methyl 4-bromo-3-methylbenzoate, 17 mL of 2.0M potassium carbonate solution and 1 mg (0.85 mmol) of tetrakis(triphenylphosphine)palladium, followed by deprotection in methanol, the desired product is obtained in the form of a thick, colourless oil (m=2.87 mg; Y=51%). Starting materials: ClC1=CC=C(C=C1)C=NC(C(=O)OC)(CC#C)C1=CC=C(C=C1)OC (Methyl 2-[(4-chlorophenyl)methylene]amino-2-(4-methoxyphenyl)-4-pentynoate), Cl (hydrochloric acid). The solvent is C(C)OCC (ethyl ether), O (water). Yields the product NC(C(=O)OC)(CC#C)C1=CC=C(C=C1)OC (Methyl 2-amino-2-(4-methoxyphenyl)-4-pentynoate). Yield: 92.6%. RXN SMILES: ClC1C=CC(C=[N:9][C:10]([C:18]2[CH:23]=[CH:22][C:21]([O:24][CH3:25])=[CH:20][CH:19]=2)([CH2:15][C:16]#[CH:17])[C:11]([O:13][CH3:14])=[O:12])=CC=1.Cl>C(OCC)C.O>[NH2:9][C:10]([C:18]1[CH:19]=[CH:20][C:21]([O:24][CH3:25])=[CH:22][CH:23]=1)([CH2:15][C:16]#[CH:17])[C:11]([O:13][CH3:14])=[O:12]. Reported procedure: 962 mg of the compound prepared in Stage 2 are stirred at AT in 14 mL of ethyl ether and 3.5 mL of 1 N hydrochloric acid for 18 hours. The mixture is diluted with water and the product is extracted with ethyl acetate. The solvent is dried over magnesium sulphate and evaporated to produce 584 mg of product, in the form of colourless oil (Yd=92%). Procedure: A solution of 20 (362 mg, 0.63 mmol) in MeOH (10 mL) was treated with 1M NaOH (2 mL) at ambient temperature. After 1 h, the solution was concentrated and diluted with EtOAc and 1M HCl. The layers were separated and the aqueous phase was extracted with EtOAc. The combined organic extracts were washed successively with 1M HCl, brine, dried over anhydrous Na2SO4, filtered and concentrated to afford 21 as a yellow-colored foam (278 mg) which was used without further purification. Run in CO (MeOH). Run at time 1 hour. Yield: 79.0%. Reaction SMILES: C[O:2][C:3]([CH:5]1[CH2:9][N:8]([S:10]([CH3:13])(=[O:12])=[O:11])[CH:7]2[CH2:14][CH2:15][N:16]([C:17](=[O:39])[CH:18]([NH:25][C:26](=[O:38])[CH:27]([N:29]([C:31]([O:33][C:34]([CH3:37])([CH3:36])[CH3:35])=[O:32])[CH3:30])[CH3:28])[CH:19]3[CH2:24][CH2:23][CH2:22][CH2:21][CH2:20]3)[CH:6]12)=[O:4].[OH-].[Na+]>CO>[C:34]([O:33][C:31]([N:29]([CH3:30])[CH:27]([CH3:28])[C:26]([NH:25][CH:18]([CH:19]1[CH2:20][CH2:21][CH2:22][CH2:23][CH2:24]1)[C:17]([N:16]1[CH:6]2[CH:7]([N:8]([S:10]([CH3:13])(=[O:12])=[O:11])[CH2:9][CH:5]2[C:3]([OH:4])=[O:2])[CH2:14][CH2:15]1)=[O:39])=[O:38])=[O:32])([CH3:37])([CH3:36])[CH3:35] |f:1.2|. The product is C(C)(C)(C)OC(=O)N(C(C(=O)NC(C(=O)N1CCC2N(CC(C21)C(=O)O)S(=O)(=O)C)C2CCCCC2)C)C (4-{2-[2-(tert-Butoxycarbonyl-methyl-amino)-propionylamino]-2-cyclohexyl-acetyl}-1-methanesulfonyl-octahydro-pyrrolo[3,2-b]pyrrole-3-carboxylic acid). Reactants: COC(=O)C1C2C(N(C1)S(=O)(=O)C)CCN2C(C(C2CCCCC2)NC(C(C)N(C)C(=O)OC(C)(C)C)=O)=O (4-{2-[2-(tert-Butoxycarbonyl-methyl-amino)-propionylamino]-2-cyclohexyl-acetyl}-1-methanesulfonyl-octahydro-pyrrolo[3,2-b]pyrrole-3-carboxylic acid methyl ester), [OH-].[Na+] (NaOH).